This data is from the Open Reaction Database (ORD), a public repository of structured organic reaction records. The task is: describe an organic reaction: reactants, conditions, products, and yield Starting materials: N[C@H](C(=O)NC1=CC(=NN1C)C1=CC(=NC=C1)Cl)CC1=CC=CC=C1 ((2S)-2-amino-N-(3-(2-chloropyridin-4-yl)-1-methyl-1H-pyrazol-5-yl)-3-phenylpropanamide), CCN(C(C)C)C(C)C (DIEA), BrCC(=O)OCC (ethyl bromoacetate). Run in CN(C)C=O (DMF). Reaction conditions: temperature 0 celsius, time 16 hour. Yields the product ClC1=NC=CC(=C1)C1=NN(C(=C1)NC([C@H](CC1=CC=CC=C1)NCC(=O)OCC)=O)C (Ethyl 2-((S)-1-(3-(2-chloropyridin-4-yl)-1-methyl-1H-pyrazol-5-ylamino)-1-oxo-3-phenylpropan-2-ylamino)acetate). Reaction SMILES: [NH2:1][C@@H:2]([CH2:19][C:20]1[CH:25]=[CH:24][CH:23]=[CH:22][CH:21]=1)[C:3]([NH:5][C:6]1[N:10]([CH3:11])[N:9]=[C:8]([C:12]2[CH:17]=[CH:16][N:15]=[C:14]([Cl:18])[CH:13]=2)[CH:7]=1)=[O:4].CCN(C(C)C)C(C)C.Br[CH2:36][C:37]([O:39][CH2:40][CH3:41])=[O:38]>CN(C=O)C>[Cl:18][C:14]1[CH:13]=[C:12]([C:8]2[CH:7]=[C:6]([NH:5][C:3](=[O:4])[C@@H:2]([NH:1][CH2:36][C:37]([O:39][CH2:40][CH3:41])=[O:38])[CH2:19][C:20]3[CH:25]=[CH:24][CH:23]=[CH:22][CH:21]=3)[N:10]([CH3:11])[N:9]=2)[CH:17]=[CH:16][N:15]=1. Procedure details: To a 1000 ml flask was added 8.6 g of (2S)-2-amino-N-(3-(2-chloropyridin-4-yl)-1-methyl-1H-pyrazol-5-yl)-3-phenylpropanamide 1.E, 100 ml of DMF, 6.0 ml of DIEA and the reaction was cooled to 0° C. To the reaction was then added 2.8 ml of ethyl bromoacetate and the reaction was stirred at 22° C. for 16 hours at which time the crude was partitioned between 1500 ml EtAc, 2×400 ml of saturated brine, and 2×400 ml of water (Note: no product observed in aqueous layer). The organic solvent was removed ... Starting materials: C1COCCO1, NN, CCOC(=O)N1CCN(c2ccc(NC(=O)Oc3ccccc3)cn2)CC1, O, O. The product is CCOC(=O)N1CCN(c2ccc(NC(=O)NN)cn2)CC1. Reaction SMILES: [CH2:32]1[O:33][CH2:34][CH2:35][O:36][CH2:37]1.[NH2:29][NH2:30].[O:1]([c:3]1[cH:4][cH:5][cH:6][cH:7][cH:9]1)[C:8](=[O:2])[NH:10][c:11]1[cH:12][cH:13][c:14]([N:17]2[CH2:18][CH2:19][N:20]([C:23](=[O:24])[O:25][CH2:26][CH3:27])[CH2:21][CH2:22]2)[n:15][cH:16]1.[OH2:28].[OH2:31]>>[O:1]=[C:8]([NH:10][c:11]1[cH:12][cH:13][c:14]([N:17]2[CH2:18][CH2:19][N:20]([C:23](=[O:24])[O:25][CH2:26][CH3:27])[CH2:21][CH2:22]2)[n:15][cH:16]1)[NH:29][NH2:30]. Starting materials: S(O)(O)(=O)=O (sulphuric acid), C1(=CC=CC=C1)CCCCC(=O)O (5-phenylvaleric acid), C(C)O (ethanol), ice. Product: C1(=CC=CC=C1)CCCCC(=O)OCC (Ethyl 5-phenylvalerate). Yield: 97.5%. Reaction SMILES: [C:1]1([CH2:7][CH2:8][CH2:9][CH2:10][C:11]([OH:13])=[O:12])[CH:6]=[CH:5][CH:4]=[CH:3][CH:2]=1.S(=O)(=O)(O)O.[CH2:19](O)[CH3:20]>>[C:1]1([CH2:7][CH2:8][CH2:9][CH2:10][C:11]([O:13][CH2:19][CH3:20])=[O:12])[CH:6]=[CH:5][CH:4]=[CH:3][CH:2]=1. Procedure details: 250 g (1.4 mols) of 5-phenylvaleric acid are dissolved in 450 ml of absolute ethanol. 114 ml of concentrated sulphuric acid are added to the clear colourless solution and the reaction mixture is refluxed for 48 hours. The reaction mixture, which initially is two-phase, becomes almost homogeneous and separates into two phases again on cooling. The cold two-phase reaction mixture is poured onto diethyl ether and about 1 kg of ice. The aqueous phase is extracted with ether twice more. The ether pha... Starting materials: C([O-])(O)=O.[Na+] (sodium bicarbonate), P(=O)([O-])([O-])[O-].[K+].[K+].[K+] (potassium phosphate), N1CCC1 (azetidine), P(=O)(Cl)(Cl)Cl (phosphorus oxychloride), C(C)(C)N(C(C)C)CC (N,N-Diisopropylethylamine), BrC1=C(C=NN1C)C=1N=C(N2N=CNC(C21)=O)C (5-(5-bromo-1-methyl-1H-pyrazol-4-yl)-7-methylimidazo[5,1-f][1,2,4]triazin-4(3H)-one). The solvent is O1CCCC1 (tetrahydrofuran), C1(=CC=CC=C1)C (toluene). Run at temperature 45 celsius, time 1 hour. Product: N1(CCC1)C1=NC=NN2C1=C(N=C2C)C=2C=NN(C2Br)C (4-(azetidin-1-yl)-5-(5-bromo-1-methyl-1H-pyrazol-4-yl)-7-methylimidazo[5,1-f][1,2,4]triazine). RXN SMILES: [Br:1][C:2]1[N:6]([CH3:7])[N:5]=[CH:4][C:3]=1[C:8]1[N:9]=[C:10]([CH3:18])[N:11]2[C:16]=1[C:15](=O)[NH:14][CH:13]=[N:12]2.P(Cl)(Cl)(Cl)=O.C([N:27]([CH2:31][CH3:32])[CH:28](C)C)(C)C.P([O-])([O-])([O-])=O.[K+].[K+].[K+].N1CCC1.C(=O)(O)[O-].[Na+]>O1CCCC1.C1(C)C=CC=CC=1>[N:27]1([C:15]2[C:16]3=[C:8]([C:3]4[CH:4]=[N:5][N:6]([CH3:7])[C:2]=4[Br:1])[N:9]=[C:10]([CH3:18])[N:11]3[N:12]=[CH:13][N:14]=2)[CH2:28][CH2:32][CH2:31]1 |f:3.4.5.6,8.9|. Procedure: A mixture of 5-(5-bromo-1-methyl-1H-pyrazol-4-yl)-7-methylimidazo[5,1-f][1,2,4]triazin-4(3H)-one (5.02 g, 16.2 mmol) and toluene (100 mL) was treated with phosphorus oxychloride (7.50 mL, 80.5 mmol) and heated to 45° C. N,N-Diisopropylethylamine (17.0 mL, 97.6 mmol) was added in four equal portions, waiting for the exotherm to subside before adding another portion. The reaction mixture was heated to 95° C. for 42 hours, cooled to 35° C. and added to an aqueous solution of potassium phosphate (2.... Starting materials: C(C1=CC=CC=C1)OC(=O)[C@@H]1[C@H](CCC1)C(=O)N1CCN(CC1)C1=CC(=C(C=C1)NC(=O)C=1N=C(OC1C(F)(F)F)C1=CC=CC=C1)F ((1S,2S)-2-(4-{3-fluoro-4-[(2-phenyl-5-trifluoromethyl-oxazole-4-carbonyl)-amino]-phenyl}-piperazine-1-carbonyl)-cyclopentanecarboxylic acid benzyl ester). Run in CO (methanol), [OH-].[Li+] (lithium hydroxide), O (water). Reaction conditions: temperature 25 celsius, time 8 hour. The product is FC=1C=C(C=CC1NC(=O)C=1N=C(OC1C(F)(F)F)C1=CC=CC=C1)N1CCN(CC1)C(=O)[C@@H]1[C@H](CCC1)C(=O)O ((1S,2S)-2-(4-{3-fluoro-4-[(2-phenyl-5-trifluoromethyl-oxazole-4-carbonyl)-amino]-phenyl}-piperazine-1-carbonyl)-cyclopentanecarboxylic acid). As a reaction SMILES: C([O:8][C:9]([C@H:11]1[CH2:15][CH2:14][CH2:13][C@@H:12]1[C:16]([N:18]1[CH2:23][CH2:22][N:21]([C:24]2[CH:29]=[CH:28][C:27]([NH:30][C:31]([C:33]3[N:34]=[C:35]([C:42]4[CH:47]=[CH:46][CH:45]=[CH:44][CH:43]=4)[O:36][C:37]=3[C:38]([F:41])([F:40])[F:39])=[O:32])=[C:26]([F:48])[CH:25]=2)[CH2:20][CH2:19]1)=[O:17])=[O:10])C1C=CC=CC=1>CO.[OH-].[Li+].O>[F:48][C:26]1[CH:25]=[C:24]([N:21]2[CH2:22][CH2:23][N:18]([C:16]([C@H:12]3[CH2:13][CH2:14][CH2:15][C@@H:11]3[C:9]([OH:10])=[O:8])=[O:17])[CH2:19][CH2:20]2)[CH:29]=[CH:28][C:27]=1[NH:30][C:31]([C:33]1[N:34]=[C:35]([C:42]2[CH:43]=[CH:44][CH:45]=[CH:46][CH:47]=2)[O:36][C:37]=1[C:38]([F:40])([F:41])[F:39])=[O:32] |f:2.3|. Procedure details: To the solution of (1S,2S)-2-(4-{3-fluoro-4-[(2-phenyl-5-trifluoromethyl-oxazole-4-carbonyl)-amino]-phenyl}-piperazine-1-carbonyl)-cyclopentanecarboxylic acid benzyl ester in methanol, lithium hydroxide and water were added. The so formed mixture was stirred at 25° C. overnight. Solvent was removed and the residue was resuspended in ethyl acetate and water. Citric acid was added to acidify the mixture. Organic layer was concentrated and the residue was purified on a reverse phase HPLC system to ... Reactants: C(C)(C)NC(C)C (diisopropylamine), CCCCCC.C(CCC)[Li] (n-butyl lithium-n-hexane), CI (methyl iodide), ClC1=NC(=CC=C1)C(F)(F)F (2-chloro-6-(trifluoromethyl)pyridine). Solvent: O1CCCC1 (tetrahydrofuran), O (water), O1CCCC1 (tetrahydrofuran). Reaction conditions: time 20 minute. Yields the product ClC1=NC(=CC=C1C)C(F)(F)F (2-chloro-3-methyl-6-(trifluoromethyl)pyridine). RXN SMILES: [CH:1](NC(C)C)(C)C.CCCCCC.C([Li])CCC.[Cl:19][C:20]1[CH:25]=[CH:24][CH:23]=[C:22]([C:26]([F:29])([F:28])[F:27])[N:21]=1.CI>O1CCCC1.O>[Cl:19][C:20]1[C:25]([CH3:1])=[CH:24][CH:23]=[C:22]([C:26]([F:27])([F:28])[F:29])[N:21]=1 |f:1.2|. Procedure details: To a solution of diisopropylamine (1.42 mL) in tetrahydrofuran (15 mL) was added dropwise 1.6 M n-butyl lithium-n-hexane solution (6.37 mL) cooled in a dry ice-acetone bath under argon atmosphere, and the mixture was stirred at the same temperature for 20 minutes. Thereto was added dropwise a solution of 2-chloro-6-(trifluoromethyl)pyridine (1.81 g) in tetrahydrofuran (5 mL), and the mixture was stirred for 2 hours. To the reaction mixture was added methyl iodide (0.69 mL), and the mixture was s... Reactants: C1CCOC1, O=C1CCC(=O)N1Cl, COc1ccc(-c2cc(F)c3cc(O)ccc3c2)cc1. The product is COc1ccc(-c2cc(F)c3c(Cl)c(O)ccc3c2)cc1. Reaction SMILES: [CH2:29]1[O:30][CH2:31][CH2:32][CH2:33]1.[Cl:21][N:22]1[C:23](=[O:24])[CH2:25][CH2:26][C:27]1=[O:28].[F:1][c:2]1[cH:3][c:4](-[c:13]2[cH:14][cH:15][c:16]([O:19][CH3:20])[cH:17][cH:18]2)[cH:5][c:6]2[cH:7][cH:8][c:9]([OH:12])[cH:10][c:11]12>>[F:1][c:2]1[cH:3][c:4](-[c:13]2[cH:14][cH:15][c:16]([O:19][CH3:20])[cH:17][cH:18]2)[cH:5][c:6]2[cH:7][cH:8][c:9]([OH:12])[c:10]([Cl:21])[c:11]12. The reactants are CNC, O=C(O)COC1CN(CC(=O)Nc2ccc(-n3ccccc3=O)cc2F)CC1NC(=O)c1ccc(Cl)s1, Cl. The product is CN(C)C(=O)COC1CN(CC(=O)Nc2ccc(-n3ccccc3=O)cc2F)CC1NC(=O)c1ccc(Cl)s1. RXN SMILES: [CH3:39][NH:40][CH3:41].[Cl:1][c:2]1[cH:3][cH:4][c:5]([C:7](=[O:8])[NH:9][CH:10]2[CH:11]([O:33][CH2:34][C:35](=[O:36])[OH:37])[CH2:12][N:13]([CH2:15][C:16]([NH:17][c:18]3[c:19]([F:31])[cH:20][c:21](-[n:24]4[c:25](=[O:30])[cH:26][cH:27][cH:28][cH:29]4)[cH:22][cH:23]3)=[O:32])[CH2:14]2)[s:6]1.[ClH:38]>>[Cl:1][c:2]1[cH:3][cH:4][c:5]([C:7](=[O:8])[NH:9][CH:10]2[CH:11]([O:33][CH2:34][C:35](=[O:37])[N:40]([CH3:39])[CH3:41])[CH2:12][N:13]([CH2:15][C:16]([NH:17][c:18]3[c:19]([F:31])[cH:20][c:21](-[n:24]4[c:25](=[O:30])[cH:26][cH:27][cH:28][cH:29]4)[cH:22][cH:23]3)=[O:32])[CH2:14]2)[s:6]1. Run in O (H2O), O (H2O). Reactants: C(#N)C=1C=C(C=O)C=CC1 (3-cyanobenzaldehyde), OCC(=O)C1=CC=CC=C1 (2-hydroxyacetophenone), borax, C(C)O (ethanol). As a reaction SMILES: [C:1]([C:3]1[CH:4]=[C:5]([CH:8]=[CH:9][CH:10]=1)[CH:6]=[O:7])#[N:2].O[CH2:12][C:13]([C:15]1[CH:20]=[CH:19][CH:18]=[CH:17][CH:16]=1)=[O:14].C(O)C>O>[C:1]([C:3]1[CH:4]=[C:5]([CH:8]=[CH:9][CH:10]=1)[CH:6]1[CH2:12][C:13](=[O:14])[C:15]2[C:16](=[CH:17][CH:18]=[CH:19][CH:20]=2)[O:7]1)#[N:2]. Yield: 10.6%. The product is C(#N)C=1C=C(C2OC3=CC=CC=C3C(C2)=O)C=CC1 (3'-cyano flavanone). Reported procedure: A mixture of 3-cyanobenzaldehyde (25 g, 0.19 mol), 2-hydroxyacetophenone (25.9 g. 0.19 mol), 38.1 g (0.1 mol) of borax, 250 ml of ethanol, and 250 ml of H2O was refluxed for four days. When cool the reaction mixture was diluted with H2O and extracted with ethyl acetate. The ethyl acetate was dried over anhydrous Na2SO4, filtered, and evaporated to give a dark, tarry residue. The residue was chromatographed on 1 kg of silica gel, eluting with benzene. From this was isolated 5 g of 3'-cyano flavan...